This data is from the Open Reaction Database (ORD), a public repository of structured organic reaction records. The task is: describe an organic reaction: reactants, conditions, products, and yield Starting materials: O=C([O-])[O-], CC1(C)CO1, CN(C)C=O, CCOCC, CC1(C)OB(c2cn[nH]c2)OC1(C)C, [Cs+], [Cs+]. Yields the product CC(C)(O)Cn1cc(B2OC(C)(C)C(C)(C)O2)cn1. As a reaction SMILES: [C:20](=[O:21])([O-:22])[O-:23].[CH3:1][C:2]1([CH3:3])[CH2:4][O:5]1.[CH3:26][N:27]([CH3:28])[CH:29]=[O:30].[CH3:31][CH2:32][O:33][CH2:34][CH3:35].[CH3:6][C:7]1([CH3:19])[O:8][B:9]([c:14]2[cH:15][n:16][nH:17][cH:18]2)[O:10][C:11]1([CH3:12])[CH3:13].[Cs+:24].[Cs+:25]>>[CH3:1][C:2]([CH3:3])([CH2:4][n:17]1[n:16][cH:15][c:14]([B:9]2[O:8][C:7]([CH3:6])([CH3:19])[C:11]([CH3:12])([CH3:13])[O:10]2)[cH:18]1)[OH:5]. Starting materials: O1C(=CC=C1)C1=NC(=NC(=C1I)S(=O)C)N (4-furan-2-yl-5-iodo-6-methanesulfinyl-pyrimidin-2-yl-amine), SCCC1=NC=CC=C1 (2-mercaptoethylpyridine), C1CCC2=NCCCN2CC1 (DBU). Solvent: O1CCOCC1 (dioxane). The product is O1C(=CC=C1)C1=NC(=NC(=C1I)SCCC1=NC=CC=C1)N (4-Furan-2-yl-5-iodo-6-(2-pyridin-2-yl-ethylsulfanyl)-pyrimidin-2-yl-amine). As a reaction SMILES: [O:1]1[CH:5]=[CH:4][CH:3]=[C:2]1[C:6]1[C:11]([I:12])=[C:10]([S:13]([CH3:15])=O)[N:9]=[C:8]([NH2:16])[N:7]=1.SC[CH2:19][C:20]1[CH:25]=[CH:24][CH:23]=[CH:22][N:21]=1.C1CCN2C(=NCCC2)CC1>O1CCOCC1>[O:1]1[CH:5]=[CH:4][CH:3]=[C:2]1[C:6]1[C:11]([I:12])=[C:10]([S:13][CH2:15][CH2:19][C:20]2[CH:25]=[CH:24][CH:23]=[CH:22][N:21]=2)[N:9]=[C:8]([NH2:16])[N:7]=1. Procedure: From 4-furan-2-yl-5-iodo-6-methanesulfinyl-pyrimidin-2-yl-amine, 2-mercaptoethylpyridine and DBU in dioxane. ES-MS m/e (%): 425 (M+H+, 100). Reactants: O (Water), O(C1=CC=CC=C1)C1=CC=C(C=C1)C=1C(=NC=CC1)N (3-(4-phenoxyphenyl)pyridin-2-amine), ClCCS(=O)(=O)Cl (2-chloroethanesulfonyl chloride). The solvent is CN(C(C)=O)C (N,N-dimethylacetoamide), CN(C(C)=O)C (N,N-dimethylacetoamide). Conditions: temperature 60 celsius, time 4 hour. The product is O(C1=CC=CC=C1)C1=CC=C(C=C1)C1=CC=CN2C1=NS(CC2)(=O)=O (9-(4-phenoxyphenyl)-3,4-dihydropyrido[2,1-c][1,2,4]thiadiazine 2,2-dioxide). The yield is 85.7%. As a reaction SMILES: [O:1]([C:8]1[CH:13]=[CH:12][C:11]([C:14]2[C:15]([NH2:20])=[N:16][CH:17]=[CH:18][CH:19]=2)=[CH:10][CH:9]=1)[C:2]1[CH:7]=[CH:6][CH:5]=[CH:4][CH:3]=1.Cl[CH2:22][CH2:23][S:24](Cl)(=[O:26])=[O:25].O>CN(C)C(=O)C>[O:1]([C:8]1[CH:13]=[CH:12][C:11]([C:14]2[C:15]3=[N:20][S:24](=[O:26])(=[O:25])[CH2:23][CH2:22][N:16]3[CH:17]=[CH:18][CH:19]=2)=[CH:10][CH:9]=1)[C:2]1[CH:3]=[CH:4][CH:5]=[CH:6][CH:7]=1. Procedure details: A solution of 3-(4-phenoxyphenyl)pyridin-2-amine (301 mg) in N,N-dimethylacetoamide (3 mL) was added dropwise to 2-chloroethanesulfonyl chloride (382 mg) and additional N,N-dimethylacetoamide (2 mL) was used to complete the addition of above solution. After being stirred at 60° C. for 4 hr, the mixture was cooled to room temperature. Water (10 mL) was added dropwise to the reaction mixture and the whole was stirred at room temperature for 0.5 hr. The precipitate was collected by filtration, wash... Reactants: Cc1ccc2c(Br)c(F)ccc2n1, O=C([O-])[O-], Cc1ccccc1, [Cs+], [Cs+], CC(C)(C)OC(=O)N1CCNCC1, c1ccc(P(c2ccccc2)c2cc3ccccc3c(-c3cccc4ccccc34)c2P(c2ccccc2)c2ccccc2)cc1. Product: Cc1ccc2c(N3CCN(C(=O)OC(C)(C)C)CC3)c(F)ccc2n1. Reaction SMILES: [Br:1][c:2]1[c:3]2[cH:4][cH:5][c:6]([CH3:13])[n:7][c:8]2[cH:9][cH:10][c:11]1[F:12].[C:73](=[O:74])([O-:75])[O-:76].[CH3:79][c:80]1[cH:81][cH:82][cH:83][cH:84][cH:85]1.[Cs+:77].[Cs+:78].[N:14]1([C:20](=[O:21])[O:22][C:23]([CH3:24])([CH3:25])[CH3:26])[CH2:15][CH2:16][NH:17][CH2:18][CH2:19]1.[c:27]1([P:28]([c:29]2[c:30]([P:31]([c:32]3[cH:33][cH:34][cH:35][cH:36][cH:37]3)[c:38]3[cH:39][cH:40][cH:41][cH:42][cH:43]3)[c:44](-[c:45]3[c:46]4[c:47]([cH:48][cH:49][cH:50][cH:51]4)[cH:52][cH:53][cH:54]3)[c:55]3[c:56]([cH:57]2)[cH:58][cH:59][cH:60][cH:61]3)[c:62]2[cH:63][cH:64][cH:65][cH:66][cH:67]2)[cH:68][cH:69][cH:70][cH:71][cH:72]1>>[c:2]1([N:17]2[CH2:16][CH2:15][N:14]([C:20](=[O:21])[O:22][C:23]([CH3:24])([CH3:25])[CH3:26])[CH2:19][CH2:18]2)[c:3]2[cH:4][cH:5][c:6]([CH3:13])[n:7][c:8]2[cH:9][cH:10][c:11]1[F:12]. The reactants are N1CCOCC1 (Morpholine), C1CCOC1 (THF), FC(C=1C=C(C=C(C1)C(F)(F)F)[C@@H]1[C@@H](N(C(O1)=O)CC1=NC(=NC=C1C=1C(=NC=C(C1)C(C)C)OC)S(=O)(=O)C)C)(F)F ((4S,5R)-5-[3,5-bis(trifluoromethyl)phenyl]-3-{[5-(5-isopropyl-2-methoxypyridin-3-yl)-2-(methylsulfonyl)pyrimidin-4-yl]methyl}-4-methyl-1,3-oxazolidin-2-one), FC(C=1C=C(C=C(C1)C(F)(F)F)[C@@H]1[C@@H](N(C(O1)=O)CC1=NC(=NC=C1C=1C(=NC=C(C1)C(C)C)OC)S(=O)(=O)C)C)(F)F ((4S,5R)-5-[3,5-bis(trifluoromethyl)phenyl]-3-{[5-(5-isopropyl-2-methoxypyridin-3-yl)-2-(methylsulfonyl)pyrimidin-4-yl]methyl}-4-methyl-1,3-oxazolidin-2-one), C(C)#N.O (acetonitrile water). The solvent is CC#N (CH3CN). Reaction conditions: temperature 90 celsius. Product: FC(C=1C=C(C=C(C1)C(F)(F)F)[C@@H]1[C@@H](N(C(O1)=O)CC1=NC(=NC=C1C=1C(=NC=C(C1)C(C)C)OC)N1CCOCC1)C)(F)F ((4S,5R)-5-[3,5-Bis(trifluoromethyl)phenyl]-3-{[5-(5-isopropyl-2-methoxypyridin-3-yl)-2-(morpholin-4-yl)pyrimidin-4-yl]methyl}-4-methyl-1,3-oxazolidin-2-one). RXN SMILES: [NH:1]1[CH2:6][CH2:5][O:4][CH2:3][CH2:2]1.C1COCC1.[F:12][C:13]([F:54])([F:53])[C:14]1[CH:15]=[C:16]([C@H:24]2[O:28][C:27](=[O:29])[N:26]([CH2:30][C:31]3[C:36]([C:37]4[C:38]([O:46][CH3:47])=[N:39][CH:40]=[C:41]([CH:43]([CH3:45])[CH3:44])[CH:42]=4)=[CH:35][N:34]=[C:33](S(C)(=O)=O)[N:32]=3)[C@H:25]2[CH3:52])[CH:17]=[C:18]([C:20]([F:23])([F:22])[F:21])[CH:19]=1.C(#N)C.O>CC#N>[F:22][C:20]([F:21])([F:23])[C:18]1[CH:17]=[C:16]([C@H:24]2[O:28][C:27](=[O:29])[N:26]([CH2:30][C:31]3[C:36]([C:37]4[C:38]([O:46][CH3:47])=[N:39][CH:40]=[C:41]([CH:43]([CH3:45])[CH3:44])[CH:42]=4)=[CH:35][N:34]=[C:33]([N:1]4[CH2:6][CH2:5][O:4][CH2:3][CH2:2]4)[N:32]=3)[C@H:25]2[CH3:52])[CH:15]=[C:14]([C:13]([F:12])([F:54])[F:53])[CH:19]=1 |f:3.4|. Procedure: Morpholine (0.062 mL, 0.711 mmol) was added to a THF (1 mL) solution of (4S,5R)-5-[3,5-bis(trifluoromethyl)phenyl]-3-{[5-(5-isopropyl-2-methoxypyridin-3-yl)-2-(methylsulfonyl)pyrimidin-4-yl]methyl}-4-methyl-1,3-oxazolidin-2-one (INTERMEDIATE 17, 90 mg, 0.142 mmol) in a microwave vial. The vial was capped, then heated for 15 minutes at 90° C. in a BIOTAGE microwave reactor. LCMS showed complete conversion to product. The reaction was diluted with 2 mL CH3CN and loaded directly onto an X-Bridge 21... Starting materials: C(CCC)C1=NC=2C(=NC(=C(C2)NC(=O)N(C)C)C)N1CC1=CC=C(C=C1)OC(C1=CC=CC=C1)C(=O)OCC (2-n-butyl-3-[4-[(α-ethoxycarbonyl)benzyloxy]benzyl]-5-methyl-6-dimethylaminocarbonylamino-imidazo[4,5-b]pyridine), [OH-].[Na+] (sodium hydroxide). Run in C(C)O (ethanol). Product: C(CCC)C1=NC=2C(=NC(=C(C2)NC(=O)N(C)C)C)N1CC1=CC=C(C=C1)OC(C1=CC=CC=C1)C(=O)O (2-n-Butyl-3-[4-[(α-carboxy)benzyloxy]benzyl]-5-methyl-6-dimethylaminocarbonylamino-imidazo[4,5-b]pyridine). Reaction SMILES: [CH2:1]([C:5]1[N:20]([CH2:21][C:22]2[CH:27]=[CH:26][C:25]([O:28][CH:29]([C:36]([O:38]CC)=[O:37])[C:30]3[CH:35]=[CH:34][CH:33]=[CH:32][CH:31]=3)=[CH:24][CH:23]=2)[C:8]2=[N:9][C:10]([CH3:19])=[C:11]([NH:13][C:14]([N:16]([CH3:18])[CH3:17])=[O:15])[CH:12]=[C:7]2[N:6]=1)[CH2:2][CH2:3][CH3:4].[OH-].[Na+]>C(O)C>[CH2:1]([C:5]1[N:20]([CH2:21][C:22]2[CH:23]=[CH:24][C:25]([O:28][CH:29]([C:36]([OH:38])=[O:37])[C:30]3[CH:35]=[CH:34][CH:33]=[CH:32][CH:31]=3)=[CH:26][CH:27]=2)[C:8]2=[N:9][C:10]([CH3:19])=[C:11]([NH:13][C:14]([N:16]([CH3:18])[CH3:17])=[O:15])[CH:12]=[C:7]2[N:6]=1)[CH2:2][CH2:3][CH3:4] |f:1.2|. Procedure details: Prepared analogously to Example 1b from 2-n-butyl-3-[4-[(α-ethoxycarbonyl)benzyloxy]benzyl]-5-methyl-6-dimethylaminocarbonylamino-imidazo[4,5-b]pyridine and 2N sodium hydroxide solution in ethanol.